This data is from the Open Reaction Database (ORD), a public repository of structured organic reaction records. The task is: describe an organic reaction: reactants, conditions, products, and yield Reactants: C(C)(C)(C)OC(NCC(C(=O)C1C(OC(OC1=O)(C)C)=O)C)=O (tert-butyl[3-(2,2-dimethyl-4,6-dioxo-1,3-dioxan-5-yl)-2-methyl-3-oxopropyl]carbamate). The solvent is C(C)(=O)OCC (ethyl acetate). Reaction conditions: temperature 77 celsius, time 3 hour. Yields the product CC1C(CC(N(C1)C(=O)OC(C)(C)C)=O)=O (tert-butyl 5-methyl-2,4-dioxopiperidine-1-carboxylate). RXN SMILES: [C:1]([O:5][C:6](=[O:23])[NH:7][CH2:8][CH:9]([CH3:22])[C:10]([CH:12]1C(=O)OC(C)(C)[O:14][C:13]1=O)=[O:11])([CH3:4])([CH3:3])[CH3:2]>C(OCC)(=O)C>[CH3:22][CH:9]1[CH2:8][N:7]([C:6]([O:5][C:1]([CH3:4])([CH3:3])[CH3:2])=[O:23])[C:13](=[O:14])[CH2:12][C:10]1=[O:11]. Reported procedure: The tert-butyl[3-(2,2-dimethyl-4,6-dioxo-1,3-dioxan-5-yl)-2-methyl-3-oxopropyl]carbamate from Step 1 (5.19 g, 15.76 mmol) was dissolved in ethyl acetate (60.6 ml), heated to reflux (77° C.) and stirred for 3 hrs, then cooled to room temperature. The solvent was evaporated under vacuum to afford the title compound as a yellow solid: 1H NMR (400 MHz, CDCl3) 4.29 (dd, J=14.0, 5.0 Hz, 1H), 3.53 (m, 3H), 2.59 (m, 114), 1.56 (s, 9H), 1.20 (d, J=7.1 Hz, 3H). Starting materials: COC(=O)c1cc(OCc2cccc(C#N)c2)c(C)nc1C1CC1, CO, Cl, [Na+], [OH-]. The product is Cc1nc(C2CC2)c(C(=O)O)cc1OCc1cccc(C#N)c1. As a reaction SMILES: [CH3:1][O:2][C:3]([c:4]1[c:5]([CH:21]2[CH2:22][CH2:23]2)[n:6][c:7]([CH3:20])[c:8]([O:10][CH2:11][c:12]2[cH:13][c:14]([C:18]#[N:19])[cH:15][cH:16][cH:17]2)[cH:9]1)=[O:24].[CH3:28][OH:29].[ClH:27].[Na+:26].[OH-:25]>>[O:2]=[C:3]([c:4]1[c:5]([CH:21]2[CH2:22][CH2:23]2)[n:6][c:7]([CH3:20])[c:8]([O:10][CH2:11][c:12]2[cH:13][c:14]([C:18]#[N:19])[cH:15][cH:16][cH:17]2)[cH:9]1)[OH:24]. The reactants are CC(C)(C)OC(=O)CC1CC(CO[Si](c2ccccc2)(c2ccccc2)C(C)(C)C)OC(C)(C)O1, CCCC[N+](CCCC)(CCCC)CCCC, [F-], C1CCOC1. The product is CC(C)(C)OC(=O)CC1CC(CO)OC(C)(C)O1. Reaction SMILES: [C:1]([Si:2]([c:3]1[cH:4][cH:5][cH:24][cH:25][cH:26]1)([O:6][CH2:7][CH:8]1[CH2:9][CH:10]([CH2:16][C:17](=[O:18])[O:19][C:20]([CH3:21])([CH3:22])[CH3:23])[O:11][C:12]([CH3:14])([CH3:15])[O:13]1)[c:27]1[cH:28][cH:29][cH:30][cH:31][cH:32]1)([CH3:33])([CH3:34])[CH3:35].[CH3:37][CH2:38][CH2:39][CH2:40][N+:41]([CH2:42][CH2:43][CH2:44][CH3:45])([CH2:46][CH2:47][CH2:48][CH3:49])[CH2:50][CH2:51][CH2:52][CH3:53].[F-:36].[O:54]1[CH2:55][CH2:56][CH2:57][CH2:58]1>>[OH:6][CH2:7][CH:8]1[CH2:9][CH:10]([CH2:16][C:17](=[O:18])[O:19][C:20]([CH3:21])([CH3:22])[CH3:23])[O:11][C:12]([CH3:14])([CH3:15])[O:13]1. The reactants are ClC=1C=C(C=CC1)C(C)NC1=C(C=CC(=C1)F)[N+](=O)[O-] (N-(1-(3-Chlorophenyl)ethyl)-5-fluoro-2-nitrobenzenamine), N1(CCNCC1)C(=O)OC(C)(C)C (t-butyl piperazine-1-carboxylate), C(C)(C)N(C(C)C)CC (N,N-diisopropylethylamine). Run in C(C)#N (acetonitrile). The product is ClC=1C=C(C=CC1)C(C)NC=1C=C(C=CC1[N+](=O)[O-])N1CCN(CC1)C(=O)OC(C)(C)C (t-Butyl 4-(3-(1-(3-chlorophenyl)ethylamino)-4-nitrophenyl)piperazine-1-carboxylate). Yield: 11.4%. As a reaction SMILES: [Cl:1][C:2]1[CH:3]=[C:4]([CH:8]([NH:10][C:11]2[CH:16]=[C:15](F)[CH:14]=[CH:13][C:12]=2[N+:18]([O-:20])=[O:19])[CH3:9])[CH:5]=[CH:6][CH:7]=1.[N:21]1([C:27]([O:29][C:30]([CH3:33])([CH3:32])[CH3:31])=[O:28])[CH2:26][CH2:25][NH:24][CH2:23][CH2:22]1.C(N(CC)C(C)C)(C)C>C(#N)C>[Cl:1][C:2]1[CH:3]=[C:4]([CH:8]([NH:10][C:11]2[CH:16]=[C:15]([N:24]3[CH2:23][CH2:22][N:21]([C:27]([O:29][C:30]([CH3:33])([CH3:32])[CH3:31])=[O:28])[CH2:26][CH2:25]3)[CH:14]=[CH:13][C:12]=2[N+:18]([O-:20])=[O:19])[CH3:9])[CH:5]=[CH:6][CH:7]=1. Procedure details: N-(1-(3-Chlorophenyl)ethyl)-5-fluoro-2-nitrobenzenamine (522 mg, 1.8 mmol), t-butyl piperazine-1-carboxylate (329 mg, 1.8 mmol), N,N-diisopropylethylamine (457 mg, 3.5 mmol) were stirred at 90° C. in dry acetonitrile (50 mL) for 24 h. The solvent was evaporated and the residue was dissolved in dichloromethane and washed with water. The dichloromethane was evaporated and the crude compound was purified by silica chromatography using 25% ethyl acetate in hexanes to afford the title compound (95 mg... The reactants are O=C([O-])O, C1CCOC1, CN1CCOCC1, CC(C)COC(=O)Cl, O=C(O)C#CCN1CCCCC1, COc1cccc(Nc2c(C#N)cnc3ccc(N)cc23)c1, [Na+], O, c1ccncc1. Reaction SMILES: [C:50](=[O:51])([OH:52])[O-:53].[CH2:55]1[O:56][CH2:57][CH2:58][CH2:59]1.[CH3:13][N:14]1[CH2:15][CH2:16][O:17][CH2:18][CH2:19]1.[Cl:20][C:21]([O:22][CH2:23][CH:24]([CH3:25])[CH3:26])=[O:27].[N:1]1([CH2:7][C:8]#[C:9][C:10](=[O:11])[OH:12])[CH2:2][CH2:3][CH2:4][CH2:5][CH2:6]1.[NH2:28][c:29]1[cH:30][c:31]2[c:32]([NH:41][c:42]3[cH:43][c:44]([O:48][CH3:49])[cH:45][cH:46][cH:47]3)[c:33]([C:39]#[N:40])[cH:34][n:35][c:36]2[cH:37][cH:38]1.[Na+:54].[OH2:66].[cH:60]1[cH:61][cH:62][n:63][cH:64][cH:65]1>>[N:1]1([CH2:7][C:8]#[C:9][C:10](=[O:12])[NH:28][c:29]2[cH:30][c:31]3[c:32]([NH:41][c:42]4[cH:43][c:44]([O:48][CH3:49])[cH:45][cH:46][cH:47]4)[c:33]([C:39]#[N:40])[cH:34][n:35][c:36]3[cH:37][cH:38]2)[CH2:2][CH2:3][CH2:4][CH2:5][CH2:6]1. The product is COc1cccc(Nc2c(C#N)cnc3ccc(NC(=O)C#CCN4CCCCC4)cc23)c1. The reactants are C1CSCCN1, CN(C(=O)N(C)C1CN(C(=O)Oc2ccc([N+](=O)[O-])cc2)CC1c1ccc(F)cc1)c1cc(C(F)(F)F)cc(C(F)(F)F)c1. Product: CN(C(=O)N(C)C1CN(C(=O)N2CCSCC2)CC1c1ccc(F)cc1)c1cc(C(F)(F)F)cc(C(F)(F)F)c1. Reaction SMILES: [CH2:45]1[CH2:46][S:47][CH2:48][CH2:49][NH:50]1.[F:1][C:2]([c:3]1[cH:4][c:5]([N:13]([C:14](=[O:15])[N:16]([CH:17]2[CH2:18][N:19]([C:29](=[O:30])[O:31][c:32]3[cH:33][cH:34][c:35]([N+:36]([O-:37])=[O:38])[cH:39][cH:40]3)[CH2:20][CH:21]2[c:22]2[cH:23][cH:24][c:25]([F:28])[cH:26][cH:27]2)[CH3:41])[CH3:42])[cH:6][c:7]([C:9]([F:10])([F:11])[F:12])[cH:8]1)([F:43])[F:44]>>[F:1][C:2]([c:3]1[cH:4][c:5]([N:13]([C:14](=[O:15])[N:16]([CH:17]2[CH2:18][N:19]([C:29](=[O:30])[N:50]3[CH2:45][CH2:46][S:47][CH2:48][CH2:49]3)[CH2:20][CH:21]2[c:22]2[cH:23][cH:24][c:25]([F:28])[cH:26][cH:27]2)[CH3:41])[CH3:42])[cH:6][c:7]([C:9]([F:10])([F:11])[F:12])[cH:8]1)([F:43])[F:44]. Reactants: C1CCC2=CC=CC=C12 (indane), CC1(C=C)CC=CC=C1 (1-methylstyrene), ClC(C)C1=CC=CC=C1 (1-chloro-1-phenylethane), substituted benzyl halides, olefins, C=CC (propene), C=C(C)C (isobutene), CC1(C=C)CC=CC=C1 (1-methylstyrene). Solvent: [Cl-].[Zn+2].[Cl-] (zinc chloride), [Cl-].[Zn+2].[Cl-] (zinc chloride), ClCCl (dichloromethane). Product: C(C1=CC=CC=C1)(C1=CC=CC=C1)(C1=CC=CC=C1)Cl (trityl chloride), C=C(C)C (isobutene), 80. As a reaction SMILES: C=CC.[CH2:4]=[C:5]([CH3:7])[CH3:6].C[C:9]1([CH:16]=[CH:15][CH:14]=[CH:13][CH2:12]1)C=C.[CH2:17]1[C:25]2C(=CC=C[CH:24]=2)[CH2:19][CH2:18]1.[Cl:26][CH:27]([C:29]1[CH:34]=[CH:33][CH:32]=[CH:31][CH:30]=1)[CH3:28]>[Cl-].[Zn+2].[Cl-].ClCCl>[C:27]([Cl:26])([C:9]1[CH:12]=[CH:13][CH:14]=[CH:15][CH:16]=1)([C:28]1[CH:24]=[CH:25][CH:17]=[CH:18][CH:19]=1)[C:29]1[CH:34]=[CH:33][CH:32]=[CH:31][CH:30]=1.[CH2:4]=[C:5]([CH3:7])[CH3:6] |f:5.6.7|. Procedure details: The reaction of substituted benzyl halides with olefins such as propene, isobutene and 1-methylstyrene in the presence of zinc chloride or zinc chloride etherate in dichloromethane as solvent is described in J. Org. Chem., 48 (1983), 1159-65. In general the 1:1 addition. product is obtained not only at -78° C. but also at from 0° to +80° C. (see also J. Org. Chem. 29 (1964), 2685-7). The subsequent cyclization to the indane is only found when reacting 1-chloro-1-phenylethane with 1-methylstyrene... Reaction SMILES: [Cl:1][C:2]1[N:7]=[C:6]([N:8]([CH3:28])[C:9]2[CH:27]=[CH:26][C:12]3[N:13]([CH3:25])[C:14]([NH:16][CH:17]([C:19]4[CH:24]=[CH:23][CH:22]=[CH:21][CH:20]=4)[CH3:18])=[N:15][C:11]=3[CH:10]=2)[CH:5]=[CH:4][N:3]=1.[CH3:29][S:30]([CH2:33][CH2:34][C:35]1[CH:36]=[C:37]([NH2:41])[CH:38]=[CH:39][CH:40]=1)(=[O:32])=[O:31]>>[ClH:1].[CH3:29][S:30]([CH2:33][CH2:34][C:35]1[CH:36]=[C:37]([NH:41][C:2]2[N:7]=[C:6]([N:8]([CH3:28])[C:9]3[CH:27]=[CH:26][C:12]4[N:13]([CH3:25])[C:14]([NH:16][CH:17]([C:19]5[CH:20]=[CH:21][CH:22]=[CH:23][CH:24]=5)[CH3:18])=[N:15][C:11]=4[CH:10]=3)[CH:5]=[CH:4][N:3]=2)[CH:38]=[CH:39][CH:40]=1)(=[O:31])=[O:32] |f:2.3|. Procedure: The title compound was prepared following the procedure of example two with N5-(2-Chloro-pyrimidin-4-yl)-1,N5-dimethyl-N2-(1-phenyl-ethyl)-1H-benzoimidazole-2,5-diamine (98 mg, 0.25 mmol) and 3-(2-methanesulfonyl-ethyl)-phenylamine (50 mg, 0.25 mmol) as a white solid (48 mg, 32%). 1H NMR (300 MHz, d6-DMSO) δ 9.08 (s, 1H), 7.73-7.77 (m, 2H), 7.58 (d, J=8.4 Hz, 1H), 7.44 (d, J=7.5 Hz, 2H), 7.29-7.34 (m, 2H), 7.12-7.23 (m, 4H), 7.05 (d, J=1.5 Hz, 1H), 6.79-6.84 (m, 2H), 5.59 (d, J=5.7 Hz, 1H), 5.14... Product: Cl.CS(=O)(=O)CCC=1C=C(C=CC1)NC1=NC=CC(=N1)N(C1=CC2=C(N(C(=N2)NC(C)C2=CC=CC=C2)C)C=C1)C (N5-{2-[3-(2-Methanesulfonyl-ethyl)-phenylamino]-pyrimidin-4-yl}-1,N5-dimethyl-N2-(1-phenyl-ethyl)-1H-benzoimidazole-2,5-diamine hydrochloride). Starting materials: ClC1=NC=CC(=N1)N(C1=CC2=C(N(C(=N2)NC(C)C2=CC=CC=C2)C)C=C1)C (N5-(2-Chloro-pyrimidin-4-yl)-1,N5-dimethyl-N2-(1-phenyl-ethyl)-1H-benzoimidazole-2,5-diamine), CS(=O)(=O)CCC=1C=C(C=CC1)N (3-(2-methanesulfonyl-ethyl)-phenylamine).